From a dataset of the Open Reaction Database (ORD), a public repository of structured organic reaction records. describe an organic reaction: reactants, conditions, products, and yield Starting materials: N[C@H]1CC[C@H](CC1)NC(=O)C1=CNC2=C1N=CN=C2C2=C(C=CC=1OCOC12)OCC1CC1 (cis-4-(5-cyclopropylmethoxy-benzo[1,3]dioxol-4-yl)-5H-pyrrolo[3,2-d]pyrimidine-7-carboxylic acid (4-amino-cyclohexyl)-amide), ClC(=O)C1(CC1)OC(C)=O (acetic acid 1-chlorocarbonyl-cyclopropyl ester). Yields the product OC1(CC1)C(=O)N[C@H]1CC[C@H](CC1)NC(=O)C1=CNC2=C1N=CN=C2C2=C(C=CC=1OCOC12)OCC1CC1 (cis-4-(5-Cyclopropylmethoxy-benzo[1,3]dioxol-4-yl)-5H-pyrrolo[3,2-d]pyrimidine-7-carboxylic acid {4-[(1-hydroxy-cyclopropanecarbonyl)-amino]-cyclohexyl}-amide). Reaction SMILES: [NH2:1][C@@H:2]1[CH2:7][CH2:6][C@H:5]([NH:8][C:9]([C:11]2[C:15]3[N:16]=[CH:17][N:18]=[C:19]([C:20]4[C:28]5[O:27][CH2:26][O:25][C:24]=5[CH:23]=[CH:22][C:21]=4[O:29][CH2:30][CH:31]4[CH2:33][CH2:32]4)[C:14]=3[NH:13][CH:12]=2)=[O:10])[CH2:4][CH2:3]1.Cl[C:35]([C:37]1([O:40]C(=O)C)[CH2:39][CH2:38]1)=[O:36]>>[OH:40][C:37]1([C:35]([NH:1][C@@H:2]2[CH2:7][CH2:6][C@H:5]([NH:8][C:9]([C:11]3[C:15]4[N:16]=[CH:17][N:18]=[C:19]([C:20]5[C:28]6[O:27][CH2:26][O:25][C:24]=6[CH:23]=[CH:22][C:21]=5[O:29][CH2:30][CH:31]5[CH2:33][CH2:32]5)[C:14]=4[NH:13][CH:12]=3)=[O:10])[CH2:4][CH2:3]2)=[O:36])[CH2:39][CH2:38]1. Reported procedure: Starting from cis-4-(5-cyclopropylmethoxy-benzo[1,3]dioxol-4-yl)-5H-pyrrolo[3,2-d]pyrimidine-7-carboxylic acid (4-amino-cyclohexyl)-amide (example A141) and acetic acid 1-chlorocarbonyl-cyclopropyl ester the title compound is obtained as colorless solid. The reactants are C(C1=CC=CC=C1)N(C[Si](C)(C)C)COC (N-benzyl-N-(methoxymethyl)-N-trimethylsilylmethylamine), C/1(\CCCC2=CC=CC=C12)=C\C(=O)OCC (ethyl(2E)-3,4-dihydronaphthalen-1(2H)-ylideneacetate), C(=O)(C(F)(F)F)O (TFA). Run in C(Cl)Cl (CH2Cl2). Reaction conditions: time 4 hour. Product: C(C1=CC=CC=C1)N1CC2(C(C1)C(=O)OCC)CCCC1=CC=CC=C12 (Ethyl 1′-benzyl-3,4-dihydro-2H-spiro[naphthalene-1,3′-pyrrolidine]-4′-carboxylate). RXN SMILES: [CH2:1]([N:8]([CH2:14]OC)[CH2:9][Si](C)(C)C)[C:2]1[CH:7]=[CH:6][CH:5]=[CH:4][CH:3]=1.[C:17]1(=[CH:27]/[C:28]([O:30][CH2:31][CH3:32])=[O:29])/[CH2:18][CH2:19][CH2:20][C:21]2[C:26]/1=[CH:25][CH:24]=[CH:23][CH:22]=2.C(O)(C(F)(F)F)=O>C(Cl)Cl>[CH2:1]([N:8]1[CH2:14][CH:27]([C:28]([O:30][CH2:31][CH3:32])=[O:29])[C:17]2([C:26]3[C:21](=[CH:22][CH:23]=[CH:24][CH:25]=3)[CH2:20][CH2:19][CH2:18]2)[CH2:9]1)[C:2]1[CH:7]=[CH:6][CH:5]=[CH:4][CH:3]=1. Procedure details: N-benzyl-N-(methoxymethyl)-N-trimethylsilylmethylamine (2.112 ml, 8.26 mmol) and ethyl(2E)-3,4-dihydronaphthalen-1(2H)-ylideneacetate (1.785 g, 8.26 mmol) in CH2Cl2 (33.3 ml) at 0° C. was added TFA (0.064 ml, 0.826 mmol) dropwise. Removed the ice bath and stirred at room temperature for 4 hours. Dilute with CH2Cl2 and wash twice with saturated NaHCO3. The organics were dried over sodium sulfate, concentrated, and purified on silica gel 20% EtOAc/Hex. Reactants: [H-].[Na+] (NaH), CC1=CC=C(C=C1)S(=O)(=O)C[N+]#[C-] (TosMIC), [H-].[Na+] (NaH), ice, BrCCCCCC1(CCCC1)C(=O)OCCCC (butyl 1-(5-bromo-pentyl)-cyclopentanecarboxylate). Reagents/catalysts: [N+](CCCC)(CCCC)(CCCC)CCCC.[I-] (Bu4NI). Run in CS(=O)C (DMSO). Conditions: time 30 minute. Yields the product C(CCC)OC(=O)C1(CCCC1)CCCCCC(CCCCCC1(CCCC1)C(=O)OCCCC)(S(=O)(=O)C1=CC=C(C=C1)C)[N+]#[C-] (butyl 1-{11-[1-(butoxycarbonyl)cyclopentyl]-6-isocyano-6-[(4-methylphenyl)sulfonyl]undecyl}-1-cyclopentanecarboxylate). The yield is 78.1%. RXN SMILES: [H-].[Na+].[CH3:3][C:4]1[CH:9]=[CH:8][C:7]([S:10]([CH2:13][N+:14]#[C-:15])(=[O:12])=[O:11])=[CH:6][CH:5]=1.Br[CH2:17][CH2:18][CH2:19][CH2:20][CH2:21][C:22]1([C:27]([O:29][CH2:30][CH2:31][CH2:32][CH3:33])=[O:28])[CH2:26][CH2:25][CH2:24][CH2:23]1>[N+](CCCC)(CCCC)(CCCC)CCCC.[I-].CS(C)=O>[CH2:30]([O:29][C:27]([C:22]1([CH2:21][CH2:20][CH2:19][CH2:18][CH2:17][C:13]([N+:14]#[C-:15])([S:10]([C:7]2[CH:6]=[CH:5][C:4]([CH3:3])=[CH:9][CH:8]=2)(=[O:12])=[O:11])[CH2:17][CH2:18][CH2:19][CH2:20][CH2:21][C:22]2([C:27]([O:29][CH2:30][CH2:31][CH2:32][CH3:33])=[O:28])[CH2:26][CH2:25][CH2:24][CH2:23]2)[CH2:26][CH2:25][CH2:24][CH2:23]1)=[O:28])[CH2:31][CH2:32][CH3:33] |f:0.1,4.5|. Reported procedure: Under a N2 atmosphere, NaH (60% (%) in mineral oil, 7.55 g, 189 mmol) was added portion wise to a solution of TosMIC (12.48 g, 62.6 mmol) and Bu4NI (2.56 g, 6.93 mmol) in dry DMSO (200 mL) while stirring vigorously and cooling with a water bath. After 30 min, butyl 1-(5-bromo-pentyl)-cyclopentanecarboxylate (44.46 g, >90% pure by GC, 125 mmol) was added drop wise to the mixture in 20 min and after 1 h of stirring, another portion of NaH (60% (%) in mineral oil, 1.20 g, 30.0 mmol) was added. Afte... Starting materials: FC=1C=C(C=CC1)C1=C(N(C(C2=CC=C(C=C12)OC)=O)C)C (4-(3-fluorophenyl)-6-methoxy-2,3-dimethylisoquinolin-1(2H)-one), FC1=CC=C(C=O)C=C1 (4-fluorobenzaldehyde). Product: FC1=CC=C(C=C1)C1=C(N(C(C2=CC=C(C=C12)OC)=O)C)C (4-(4-fluorophenyl)-6-methoxy-2,3-dimethylisoquinolin-1(2H)-one). Reaction SMILES: F[C:2]1[CH:3]=[C:4]([C:8]2[C:17]3[C:12](=[CH:13][CH:14]=[C:15]([O:18][CH3:19])[CH:16]=3)[C:11](=[O:20])[N:10]([CH3:21])[C:9]=2[CH3:22])[CH:5]=[CH:6][CH:7]=1.[F:23]C1C=CC(C=O)=CC=1>>[F:23][C:7]1[CH:6]=[CH:5][C:4]([C:8]2[C:17]3[C:12](=[CH:13][CH:14]=[C:15]([O:18][CH3:19])[CH:16]=3)[C:11](=[O:20])[N:10]([CH3:21])[C:9]=2[CH3:22])=[CH:3][CH:2]=1. Procedure: Following the procedure for 4-(3-fluorophenyl)-6-methoxy-2,3-dimethylisoquinolin-1(2H)-one, using (in Step A) 4-fluorobenzaldehyde in place of 3-fluorobenzaldehyde, the title compound was synthesized. Reactants: O=C1CCC(=O)N1Br, O=C(OOC(=O)c1ccccc1)c1ccccc1, ClC(Cl)(Cl)Cl, CCOC(=O)C=C(C)Oc1ccccc1SC. Product: CCOC(=O)C=C(CBr)Oc1ccccc1SC. RXN SMILES: [Br:18][N:19]1[C:20](=[O:21])[CH2:22][CH2:23][C:24]1=[O:25].[C:26]([O:27][O:28][C:29](=[O:30])[c:31]1[cH:32][cH:33][cH:34][cH:35][cH:36]1)(=[O:37])[c:38]1[cH:39][cH:40][cH:41][cH:42][cH:43]1.[C:44]([Cl:45])([Cl:46])([Cl:47])[Cl:48].[CH2:1]([CH3:2])[O:3][C:4]([CH:5]=[C:6]([CH3:7])[O:8][c:9]1[c:10]([S:15][CH3:16])[cH:11][cH:12][cH:13][cH:14]1)=[O:17]>>[CH2:1]([CH3:2])[O:3][C:4]([CH:5]=[C:6]([CH2:7][Br:18])[O:8][c:9]1[c:10]([S:15][CH3:16])[cH:11][cH:12][cH:13][cH:14]1)=[O:17]. Procedure: A solution of methanesulfonic acid trans-4-tert-butoxycarbonylamino-cyclohexyl ester (21 g, 72 mmol) in DMSO (350 mL) was charged with sodium azide (14 g, 216 mmol) and heated at 65° C. for 14 h. After cooling to RT, the solution was diluted with EtOAc and washed successively with water, 5% aq. NaHCO3, water, and brine. The solution was dried (Na2SO4), filtered, and concentrated in vacuo, and the resulting residue was purified via flash chromatography to afford (cis-4-azido-cyclohexyl)-carbamic ... Product: C(C)(C)(C)OC(N[C@@H]1CC[C@@H](CC1)N=[N+]=[N-])=O ((cis-4-azido-cyclohexyl)-carbamic acid tert-butyl ester). Run in CCOC(=O)C (EtOAc), CS(=O)C (DMSO). Starting materials: C(C)(C)(C)OC(=O)N[C@@H]1CC[C@H](CC1)OS(=O)(=O)C (methanesulfonic acid trans-4-tert-butoxycarbonylamino-cyclohexyl ester), [N-]=[N+]=[N-].[Na+] (sodium azide). Conditions: temperature 65 celsius. Reaction SMILES: [C:1]([O:5][C:6]([NH:8][C@H:9]1[CH2:14][CH2:13][C@H:12](OS(C)(=O)=O)[CH2:11][CH2:10]1)=[O:7])([CH3:4])([CH3:3])[CH3:2].[N-:20]=[N+:21]=[N-:22].[Na+]>CS(C)=O.CCOC(C)=O>[C:1]([O:5][C:6](=[O:7])[NH:8][C@H:9]1[CH2:14][CH2:13][C@@H:12]([N:20]=[N+:21]=[N-:22])[CH2:11][CH2:10]1)([CH3:4])([CH3:3])[CH3:2] |f:1.2|. Isolated yield 92.5%. Reactants: C(C)(C)(C)OC(CN1C(=C(C2=CC(=CC=C12)Cl)C1NS(C2=C1C=CC=C2)(=O)=O)C)=O ([5-Chloro-3-(1,1-dioxo-2,3-dihydro-1H-1λ6-benzo[d]isothiazol-3-yl)-2-methyl-indol-1-yl]-acetic acid tert-butyl ester), FC1=CC=C(CBr)C=C1 (4-fluorobenzyl bromide). Yields the product ClC=1C=C2C(=C(N(C2=CC1)CC(=O)O)C)C1N(S(C2=C1C=CC=C2)(=O)=O)CC2=CC=C(C=C2)F ({5-Chloro-3-[2-(4-fluoro-benzyl)-1,1-dioxo-2,3-dihydro-1H-1λ6-benzo[d]isothiazol-3-yl]-2-methyl-indol-1-yl}-acetic acid). RXN SMILES: C([O:5][C:6](=[O:30])[CH2:7][N:8]1[C:16]2[C:11](=[CH:12][C:13]([Cl:17])=[CH:14][CH:15]=2)[C:10]([CH:18]2[C:22]3[CH:23]=[CH:24][CH:25]=[CH:26][C:21]=3[S:20](=[O:28])(=[O:27])[NH:19]2)=[C:9]1[CH3:29])(C)(C)C.[F:31][C:32]1[CH:39]=[CH:38][C:35]([CH2:36]Br)=[CH:34][CH:33]=1>>[Cl:17][C:13]1[CH:12]=[C:11]2[C:16](=[CH:15][CH:14]=1)[N:8]([CH2:7][C:6]([OH:5])=[O:30])[C:9]([CH3:29])=[C:10]2[CH:18]1[C:22]2[CH:23]=[CH:24][CH:25]=[CH:26][C:21]=2[S:20](=[O:28])(=[O:27])[N:19]1[CH2:36][C:35]1[CH:38]=[CH:39][C:32]([F:31])=[CH:33][CH:34]=1. Reported procedure: The title compound was prepared by the method described for example 14 using the product from example 6, step c) and 4-fluorobenzyl bromide. 1H NMR (DMSO-d6) 13.2 (bs, 1H), 8.05 (d, J=8.1 Hz, 1H), 7.67 (t, J=7.2 Hz, 1H), 7.62 (dt, J=1.5, 7.5 Hz, 1H), 7.44 (d, J=8.6 Hz, 1H), 7.19-6.96 (m, 6H), 6.83 (s, 1H), 5.83 (s, 1H), 5.01 (d, J=18.3 Hz, 1H), 5.00 (d, J=18.3 Hz, 1H), 4.50 (d, J=15.6 Hz, 1H), 3.83 (d, J=15.6 Hz, 1H), 2.11 (s, 3H); MS: ESI (negative): 497, 499 (M−H).